From a dataset of the Open Reaction Database (ORD), a public repository of structured organic reaction records. describe an organic reaction: reactants, conditions, products, and yield The reactants are solid, Cl.O1COC2=C1C=CC=C2C2CCN(CC2)CC[C@@H]2CC[C@H](CC2)N (Trans-4-[2-(4-Benzo[1,3]dioxol-4-yl-piperidin-1-yl)-ethyl]-cyclohexylamine hydrochloride), Cl.O1COC2=C1C=CC=C2C2CCN(CC2)CC[C@@H]2CC[C@H](CC2)N (Trans-4-[2-(4-Benzo[1,3]dioxol-4-yl-piperidin-1-yl)-ethyl]-cyclohexylamine hydrochloride), CN1CCN(CC1)CC(=O)O (2-(4-methylpiperazin-1-yl)acetic acid). Product: O1COC2=C1C=CC=C2C2CCN(CC2)CC[C@@H]2CC[C@H](CC2)NC(CN2CCN(CC2)C)=O (Trans-N-{4-[2-(4-Benzo[1,3]dioxol-4-yl-piperidin-1-yl)-ethyl]-cyclohexyl}-2-(4-methylpiperazin-1-yl)-acetamide). Reaction SMILES: Cl.[O:2]1[C:6]2[CH:7]=[CH:8][CH:9]=[C:10]([CH:11]3[CH2:16][CH2:15][N:14]([CH2:17][CH2:18][C@H:19]4[CH2:24][CH2:23][C@H:22]([NH2:25])[CH2:21][CH2:20]4)[CH2:13][CH2:12]3)[C:5]=2[O:4][CH2:3]1.[CH3:26][N:27]1[CH2:32][CH2:31][N:30]([CH2:33][C:34](O)=[O:35])[CH2:29][CH2:28]1>>[O:2]1[C:6]2[CH:7]=[CH:8][CH:9]=[C:10]([CH:11]3[CH2:16][CH2:15][N:14]([CH2:17][CH2:18][C@H:19]4[CH2:20][CH2:21][C@H:22]([NH:25][C:34](=[O:35])[CH2:33][N:30]5[CH2:31][CH2:32][N:27]([CH3:26])[CH2:28][CH2:29]5)[CH2:23][CH2:24]4)[CH2:13][CH2:12]3)[C:5]=2[O:4][CH2:3]1 |f:0.1|. Procedure details: The title compound, white solid (13.5 mg, 35.1%), MS (ISP) m/z=471.3 [(M+H)+], was prepared in accordance with the general method of example 1 from Trans-4-[2-(4-Benzo[1,3]dioxol-4-yl-piperidin-1-yl)-ethyl]-cyclohexylamine hydrochloride (intermediate A) (30 mg, 0.0818 mmol) and 2-(4-methylpiperazin-1-yl)acetic acid. Starting materials: FC1=CC=C2C(C(C(C2=C1)=O)O)=C (6-fluoro-2-hydroxy-methylene-1-indanone), N(N)CC(C)O ((RS)-1-hydrazino-2-propanol), O (water), C1(=CC=CC=C1)C (toluene). The reagents and catalysts are C1(=CC=C(C=C1)S(=O)(=O)O)C (p-toluenesulfonic acid). Product: FC1=C2C=C3N(N=CC3=C2CC=C1)CC(C)O ((RS)-1-(7-fluoro-1,4-dihydro-indeno[2,1-c]pyrazol-1-yl)-propan-2-ol). The yield is 81.0%. As a reaction SMILES: [F:1][C:2]1[CH:10]=[C:9]2C([C:6](=[CH2:13])[CH:7](O)[C:8]2=O)=CC=1.[NH:14]([CH2:16][CH:17](O)[CH3:18])[NH2:15].[OH2:20].[C:21]1(C)[CH:26]=CC=C[CH:22]=1>C1(C)C=CC(S(O)(=O)=O)=CC=1>[F:1][C:2]1[CH:10]=[CH:9][CH2:8][C:7]2[C:18]=1[CH:17]=[C:16]1[C:6]=2[CH:13]=[N:15][N:14]1[CH2:22][CH:21]([OH:20])[CH3:26]. Procedure details: A solution of 1.42 g (8.0 mmol) of 6-fluoro-2-hydroxy-methylene-1-indanone, 0.87 g (9.65 mmol) of (RS)-1-hydrazino-2-propanol and 100 mg of p-toluenesulfonic acid in 100 ml of anhydrous toluene was heated on a water separator for 1.5 hours. After concentration in a vacuum, the reaction mixture was purified by column chromatography on silica gel (ethyl acetate). 1.5 g (81%) of (RS)-1-(7-fluoro-1,4-dihydro-indeno[2,1-c]pyrazol-1-yl)-propan-2-ol were obtained as a yellow solid which was used direct...